This data is from the Open Reaction Database (ORD), a public repository of structured organic reaction records. The task is: describe an organic reaction: reactants, conditions, products, and yield Reactants: CC(C)Oc1cc(OCc2ccccc2)cc(C(=O)O)c1, O=C(Cl)C(=O)Cl, ClCCl, Cc1cnc(N)cn1, c1ccncc1. Product: Cc1cnc(NC(=O)c2cc(OCc3ccccc3)cc(OC(C)C)c2)cn1. As a reaction SMILES: [CH3:7][CH:8]([CH3:9])[O:10][c:11]1[cH:12][c:13]([C:14](=[O:15])[OH:16])[cH:17][c:18]([O:20][CH2:21][c:22]2[cH:23][cH:24][cH:25][cH:26][cH:27]2)[cH:19]1.[Cl:1][C:2]([C:3]([Cl:4])=[O:5])=[O:6].[Cl:42][CH2:43][Cl:44].[NH2:28][c:29]1[n:30][cH:31][c:32]([CH3:35])[n:33][cH:34]1.[cH:36]1[cH:37][cH:38][n:39][cH:40][cH:41]1>>[CH3:7][CH:8]([CH3:9])[O:10][c:11]1[cH:12][c:13]([C:14](=[O:16])[NH:28][c:29]2[n:30][cH:31][c:32]([CH3:35])[n:33][cH:34]2)[cH:17][c:18]([O:20][CH2:21][c:22]2[cH:23][cH:24][cH:25][cH:26][cH:27]2)[cH:19]1. The reactants are C(C)(=O)C1=CC=C(C(=O)O)C=C1 (4-acetylbenzoic acid), [H-].[Na+] (sodium hydride), O (water), C(C=C)Br (allyl bromide). Solvent: CN(C)C=O (DMF), CN(C)C=O (DMF). The product is C(C)(=O)C1=CC=C(C(=O)OCC=C)C=C1 (Allyl 4 -acetylbenzoate). Reaction SMILES: [H-].[Na+].[C:3]([C:6]1[CH:14]=[CH:13][C:9]([C:10]([OH:12])=[O:11])=[CH:8][CH:7]=1)(=[O:5])[CH3:4].[CH2:15](Br)[CH:16]=[CH2:17].O>CN(C=O)C>[C:3]([C:6]1[CH:14]=[CH:13][C:9]([C:10]([O:12][CH2:17][CH:16]=[CH2:15])=[O:11])=[CH:8][CH:7]=1)(=[O:5])[CH3:4] |f:0.1|. Procedure: 1.65 g (55 mmol) of sodium hydride (80% in oil ) and 50 ml of DMF are introduced under a stream of nitrogen into a round-bottomed flask. 8.2 g (50 mmol) of 4-acetylbenzoic acid, dissolved in 100 ml of DMF, are added dropwise and the mixture is stirred at room temperature until gaseous evolution has ceased. 4.6 ml (55 mmol) of allyl bromide are then introduced and the mixture is stirred at room temperature for 24 hours. The reaction medium is poured into water, the mixture is extracted with ethyl... Starting materials: CCOC=NNC(=O)OC, COc1ccc(CN)cc1, CCO. Product: COC(=O)NN=CNCc1ccc(OC)cc1. Reaction SMILES: [CH2:1]([O:2][CH:4]=[N:5][NH:6][C:7](=[O:8])[O:9][CH3:10])[CH3:3].[CH3:11][O:12][c:13]1[cH:14][cH:15][c:16]([CH2:17][NH2:18])[cH:19][cH:20]1.[CH3:21][CH2:22][OH:23]>>[CH:4](=[N:5][NH:6][C:7](=[O:8])[O:9][CH3:10])[NH:18][CH2:17][c:16]1[cH:15][cH:14][c:13]([O:12][CH3:11])[cH:20][cH:19]1. Reactants: C12(CCCCCC1)CC(=O)OC(C2)=O (1,1-cycloheptane-diacetic anhydride), [N-]=[N+]=[N-].[Na+] (sodium azide), COC(CC1(CCCCCC1)CC(=O)O)=O (1,1-cycloheptanediacetic acid monomethyl ester), ClC(=O)OCC (ethyl chloroformate). The solvent is O (water), C1=CC=CC=C1 (benzene), C(C)N(CC)CC (triethylamine), CO (methanol), CC(=O)C (acetone), CC(=O)C (acetone), CC(=O)C (acetone). Product: [N-]=[N+]=[N-].COC(CC1(CCCCCC1)CC(=O)O)=O (1,1-cycloheptane-diacetic acid monomethyl ester azide). As a reaction SMILES: C12(CC(=O)OC(=O)C1)CCCCCC2.[CH3:15][O:16][C:17](=[O:30])[CH2:18][C:19]1([CH2:26][C:27]([OH:29])=[O:28])[CH2:25][CH2:24][CH2:23][CH2:22][CH2:21][CH2:20]1.ClC(OCC)=O.[N-:37]=[N+:38]=[N-:39].[Na+]>O.CC(C)=O.C(N(CC)CC)C.C1C=CC=CC=1.CO>[N-:37]=[N+:38]=[N-:39].[CH3:15][O:16][C:17](=[O:30])[CH2:18][C:19]1([CH2:26][C:27]([OH:29])=[O:28])[CH2:25][CH2:24][CH2:23][CH2:22][CH2:21][CH2:20]1 |f:3.4,10.11|. Reported procedure: 13.7 g. 1,1-cycloheptane-diacetic anhydride are mixed with 2.36 g. anhydrous methanol in 10 ml. benzene and boiled under reflux for 2 hours. After evaporation in a vacuum, there are obtained 15.9 g. 1,1-cycloheptanediacetic acid monomethyl ester which is dissolved in 100 ml. anhydrous acetone and then, according to the description given in German Pat. No. 2,460,891, first mixed with 8.1 g. triethylamine in 30 ml. acetone, thereafter with 9.8 g. ethyl chloroformate in 30 ml. anhydrous acetone and...